Dataset: the Open Reaction Database (ORD), a public repository of structured organic reaction records. Task: describe an organic reaction: reactants, conditions, products, and yield Reactants: CN(C(OC(C)(C)C)=O)C1CC=C(CC1)C1=CNC2=CC(=CC=C12)NC(=N)C=1SC=CC1 (tert-Butyl methyl(4-(6-(thiophene-2-carboximidamido)-1H-indol-3-yl)cyclohex-3-enyl)carbamate), C(=O)(C(F)(F)F)O (TFA). The solvent is C(Cl)Cl (CH2Cl2), C(Cl)Cl (CH2Cl2). Reaction conditions: time 3 hour. Product: CNC1CC=C(CC1)C1=CNC2=CC(=CC=C12)NC(=N)C=1SC=CC1 (N-(3-(4-(Methylamino)cyclohex-1-enyl)-1H-indol-6-yl)thiophene-2-carboximidamide). Isolated yield 87.4%. Reaction SMILES: [CH3:1][N:2]([CH:10]1[CH2:15][CH2:14][C:13]([C:16]2[C:24]3[C:19](=[CH:20][C:21]([NH:25][C:26]([C:28]4[S:29][CH:30]=[CH:31][CH:32]=4)=[NH:27])=[CH:22][CH:23]=3)[NH:18][CH:17]=2)=[CH:12][CH2:11]1)C(=O)OC(C)(C)C.C(O)(C(F)(F)F)=O>C(Cl)Cl>[CH3:1][NH:2][CH:10]1[CH2:15][CH2:14][C:13]([C:16]2[C:24]3[C:19](=[CH:20][C:21]([NH:25][C:26]([C:28]4[S:29][CH:30]=[CH:31][CH:32]=4)=[NH:27])=[CH:22][CH:23]=3)[NH:18][CH:17]=2)=[CH:12][CH2:11]1. Procedure details: A solution of compound 124 (0.14 g, 0.310 mmol) in CH2Cl2 (5 mL) was treated with 40% TFA in CH2Cl2 (5 mL) at 0° C. and the resulting solution was stirred at same temperature for 3 h. The solvent was evaporated, crude was diluted with 10% cold NH4OH solution (25 mL) and precipitated solid was filtered off. Crude product was dried and purified by column chromatography (2 M NH3 in MeOH:CH2Cl2, 1:9) to obtain compound 125 (0.095 g, 88%) as a solid. 1H NMR (DMSO-d6) δ 1.36-1.48 (m, 1H), 1.90-1.98 (m... Starting materials: ClC1=CC=C(C=C1)S(=O)(=O)NCCC(CCCCC(=O)OC)CC=1C=NC=CC1 (Methyl 8-(p-chlorophenylsulfonamido)-6-(3-pyridylmethyl)-octanoate), [OH-].[Na+] (NaOH). Run in CO (methanol). Run at time 8 hour. Product: ClC1=CC=C(C=C1)S(=O)(=O)NCCC(CCCCC(=O)O)CC=1C=NC=CC1 (8-(p-chlorophenylsulfonamido)-6-(3-pyridylmethyl)-octanoic acid). Reaction SMILES: [Cl:1][C:2]1[CH:7]=[CH:6][C:5]([S:8]([NH:11][CH2:12][CH2:13][CH:14]([CH2:23][C:24]2[CH:25]=[N:26][CH:27]=[CH:28][CH:29]=2)[CH2:15][CH2:16][CH2:17][CH2:18][C:19]([O:21]C)=[O:20])(=[O:10])=[O:9])=[CH:4][CH:3]=1.[OH-].[Na+]>CO>[Cl:1][C:2]1[CH:7]=[CH:6][C:5]([S:8]([NH:11][CH2:12][CH2:13][CH:14]([CH2:23][C:24]2[CH:25]=[N:26][CH:27]=[CH:28][CH:29]=2)[CH2:15][CH2:16][CH2:17][CH2:18][C:19]([OH:21])=[O:20])(=[O:9])=[O:10])=[CH:4][CH:3]=1 |f:1.2|. Procedure details: Methyl 8-(p-chlorophenylsulfonamido)-6-(3-pyridylmethyl)-octanoate of example 11 (0.3 g) is dissolved in 10 ml of methanol, 20 ml of 1N aqueous NaOH added and the reaction is stirred at room temperature overnight. The methanol is evaporated off, water added and the mixture extracted with ethyl acetate. The aqueous layer is acidified to pH 6.1 and extracted with ethyl acetate. The ethyl acetate extract is dried over magnesium sulfate, filtered and concentrated to give 8-(p-chlorophenylsulfonamido... The reactants are CI (CH3I), Mg, COC(CC(C)=O)OC (Acetylacetaldehyde dimethyl acetal). The solvent is CCOCC (ether), CCOCC (ether), CCOCC (ether). Product: COC(CC(C)(C)O)OC (3-hydroxy-3-methylbutanal dimethyl acetal), bp10. As a reaction SMILES: [CH3:1]I.[CH3:3][O:4][CH:5]([O:10][CH3:11])[CH2:6][C:7](=[O:9])[CH3:8]>CCOCC>[CH3:3][O:4][CH:5]([O:10][CH3:11])[CH2:6][C:7]([OH:9])([CH3:1])[CH3:8]. Reported procedure: CH3I (18.5 mL, 297 mmol) in 50 mL of ether was added slowly, to maintain reflux, to a suspension of Mg (6.0 g, 250 mmol) in 50 mL of ether. The solution was vigorously stirred during the addition. After the magnesium was consumed, the solution was chilled with an ice bath to ≃5° C. Acetylacetaldehyde dimethyl acetal (16.5 mL, 124 mmol) in 50 mL of ether was added very slowly, over a period of 2 h. After the addition was complete, the reaction was stirred for an additional hour while warming to r... Reactants: [OH-].[Na+] (sodium hydroxide), C(C)(C)(C)OC(=O)NCC=1C=C(OC2=C(C=CC(=C2)Cl)NCCCC(=O)OCC)C=CC1 (ethyl 4-[2-[3-(tert-butoxycarbonylaminomethyl)phenoxy]-4-chlorophenyl]aminobutyrate), Cl (hydrochloric acid), O (Water). Run in O1CCCC1 (tetrahydrofuran), C(C)O (ethanol). Conditions: time 2 hour. Product: C(C)(C)(C)OC(=O)NCC=1C=C(OC2=C(C=CC(=C2)Cl)NCCCC(=O)O)C=CC1 (4-[2-[3-(tert-butoxycarbonylaminomethyl)phenoxy]-4-chlorophenyl]aminobutyric acid). The yield is 94.3%. As a reaction SMILES: [OH-].[Na+].[C:3]([O:7][C:8]([NH:10][CH2:11][C:12]1[CH:13]=[C:14]([CH:32]=[CH:33][CH:34]=1)[O:15][C:16]1[CH:21]=[C:20]([Cl:22])[CH:19]=[CH:18][C:17]=1[NH:23][CH2:24][CH2:25][CH2:26][C:27]([O:29]CC)=[O:28])=[O:9])([CH3:6])([CH3:5])[CH3:4].O.Cl>O1CCCC1.C(O)C>[C:3]([O:7][C:8]([NH:10][CH2:11][C:12]1[CH:13]=[C:14]([CH:32]=[CH:33][CH:34]=1)[O:15][C:16]1[CH:21]=[C:20]([Cl:22])[CH:19]=[CH:18][C:17]=1[NH:23][CH2:24][CH2:25][CH2:26][C:27]([OH:29])=[O:28])=[O:9])([CH3:6])([CH3:4])[CH3:5] |f:0.1|. Procedure: Aqueous 1 N sodium hydroxide solution (15 ml, 15 mmols) was added to a solution of ethyl 4-[2-[3-(tert-butoxycarbonylaminomethyl)phenoxy]-4-chlorophenyl]aminobutyrate (4.6 g, 10 mmols) in tetrahydrofuran (15 ml) and ethanol (15 ml). The resulting mixture was stirred at room temperature for 2 hours. Water was added to the reaction mixture, which was acidified with 1 N hydrochloric acid added thereto, and then extracted with ethyl acetate. The extract was washed with water, and then dried with anh...